From a dataset of the Open Reaction Database (ORD), a public repository of structured organic reaction records. describe an organic reaction: reactants, conditions, products, and yield Reactants: 5.7-g, S(Cl)Cl (sulfur dichloride), ClC=1C=C(C=CC1Cl)NC(=O)N(C)C (N-(3,4-dichlorophenyl)-N',N'-dimethyl urea), N1=CC=CC=C1 (pyridine). Run in C(Cl)Cl (methylene chloride). The product is ClSN(C(=O)N(C)C)C1=CC(=C(C=C1)Cl)Cl (N-chlorothio-N-(3,4-dichlorophenyl)-N',N'-dimethyl urea). Reaction SMILES: [S:1]([Cl:3])Cl.[Cl:4][C:5]1[CH:6]=[C:7]([NH:12][C:13]([N:15]([CH3:17])[CH3:16])=[O:14])[CH:8]=[CH:9][C:10]=1[Cl:11].N1C=CC=CC=1>C(Cl)Cl>[Cl:3][S:1][N:12]([C:7]1[CH:8]=[CH:9][C:10]([Cl:11])=[C:5]([Cl:4])[CH:6]=1)[C:13]([N:15]([CH3:16])[CH3:17])=[O:14]. Procedure details: A 5.7-g (0.055 mol) sample of sulfur dichloride was added dropwise to a mixture of 11.7 g. (0.05 mol) of N-(3,4-dichlorophenyl)-N',N'-dimethyl urea and 4.7 g (0.06 mol) pyridine in 50 ml methylene chloride cooled in an ice bath. After the completion of the addition, the pyridine hydrochloride was filtered. Hexane was added to precipitate additional pyridine hydrochloride, which was removed by filtration. Evaporation of the resulting filtrate gave the product as a clear yellow oil. The NMR spectr... Reactants: CCCCP(CCCC)CCCC, O=S(=O)(c1ccc(C(CC2CCOCC2)c2ccc(-c3ccc(CO)cn3)[nH]2)cc1)C1CC1, O=C(N=NC(=O)N1CCCCC1)N1CCCCC1, C1CCOC1, c1nc[nH]n1. Yields the product O=S(=O)(c1ccc(C(CC2CCOCC2)c2ccc(-c3ccc(Cn4cncn4)cn3)[nH]2)cc1)C1CC1. RXN SMILES: [CH2:34]([P:35]([CH2:36][CH2:37][CH2:38][CH3:39])[CH2:40][CH2:41][CH2:42][CH3:43])[CH2:44][CH2:45][CH3:46].[CH:1]1([S:4](=[O:5])(=[O:6])[c:7]2[cH:8][cH:9][c:10]([CH:13]([CH2:14][CH:15]3[CH2:16][CH2:17][O:18][CH2:19][CH2:20]3)[c:21]3[cH:22][cH:23][c:24](-[c:26]4[cH:27][cH:28][c:29]([CH2:32][OH:33])[cH:30][n:31]4)[nH:25]3)[cH:11][cH:12]2)[CH2:2][CH2:3]1.[N:52]([C:53]([N:54]1[CH2:55][CH2:56][CH2:57][CH2:58][CH2:59]1)=[O:60])=[N:61][C:62]([N:63]1[CH2:64][CH2:65][CH2:66][CH2:67][CH2:68]1)=[O:69].[O:70]1[CH2:71][CH2:72][CH2:73][CH2:74]1.[nH:47]1[n:48][cH:49][n:50][cH:51]1>>[CH:1]1([S:4](=[O:5])(=[O:6])[c:7]2[cH:8][cH:9][c:10]([CH:13]([CH2:14][CH:15]3[CH2:16][CH2:17][O:18][CH2:19][CH2:20]3)[c:21]3[cH:22][cH:23][c:24](-[c:26]4[cH:27][cH:28][c:29]([CH2:32][n:47]5[n:48][cH:49][n:50][cH:51]5)[cH:30][n:31]4)[nH:25]3)[cH:11][cH:12]2)[CH2:2][CH2:3]1. Starting materials: ClC=1C=C2CC(C(C2=CC1)=O)(S(=O)(=O)C)F (5-chloro-2-fluoro-2-methanesulfonylindan-1-one), C[Mg]Br (methylmagnesium bromide), FC(F)(F)[Si](C)(C)C (trifluoromethyltrimethylsilane), [F-].C(CCC)[N+](CCCC)(CCCC)CCCC (tetrabutylammonium fluoride). Run in O1CCCC1 (tetrahydrofuran), 5-chloro-2-fluoro-2-methyanesulfonyl-1-trifluoromethylindan-1-ol. Yields the product ClC=1C=C2CC(C(C2=CC1)(O)C(F)(F)F)(S(=O)(=O)C)F (5-Chloro-2-fluoro-2-methanesulfonyl-1-trifluoromethylindan-1-ol). As a reaction SMILES: [Cl:1][C:2]1[CH:3]=[C:4]2[C:8](=[CH:9][CH:10]=1)[C:7](=[O:11])[C:6]([F:16])([S:12]([CH3:15])(=[O:14])=[O:13])[CH2:5]2.C[Mg]Br.[F:20][C:21]([Si](C)(C)C)([F:23])[F:22].[F-].C([N+](CCCC)(CCCC)CCCC)CCC>O1CCCC1>[Cl:1][C:2]1[CH:3]=[C:4]2[C:8](=[CH:9][CH:10]=1)[C:7]([C:21]([F:23])([F:22])[F:20])([OH:11])[C:6]([F:16])([S:12]([CH3:15])(=[O:13])=[O:14])[CH2:5]2 |f:3.4|. Procedure: If 5-chloro-2-fluoro-2-methanesulfonylindan-1-one is, instead of methylmagnesium bromide, reacted with trifluoromethyltrimethylsilane and tetrabutylammonium fluoride in tetrahydrofuran, 5-chloro-2-fluoro-2-methyanesulfonyl-1-trifluoromethylindan-1-ol of molecular weight 332.7 (C11H9CIF4SO3); MS (ESI): 333.20 (MH+) is obtained. The reactants are OC1=C(N(S(C2=C1C=CC=C2)(=O)=O)C)C(=O)OCC2=CC=CC=C2 (benzyl 4-hydroxy-2-methyl-2H-1,2-benzothiazine-3-carboxylate-1,1-dioxide), NC1=NC(=CN=C1)Cl (2-amino-6-chloro-pyrazine). The product is ClC1=CN=CC(=N1)NC(=O)C=1N(S(C2=C(C1O)C=CC=C2)(=O)=O)C (N-(6-Chloro-pyrazin-2-yl)-4-hydroxy-2-methyl-2H-1,2-benzothiazine-3-carboxamide-1,1-dioxide). As a reaction SMILES: [OH:1][C:2]1[C:7]2[CH:8]=[CH:9][CH:10]=[CH:11][C:6]=2[S:5](=[O:13])(=[O:12])[N:4]([CH3:14])[C:3]=1[C:15]([O:17]CC1C=CC=CC=1)=O.[NH2:25][C:26]1[CH:31]=[N:30][CH:29]=[C:28]([Cl:32])[N:27]=1>>[Cl:32][C:28]1[N:27]=[C:26]([NH:25][C:15]([C:3]2[N:4]([CH3:14])[S:5](=[O:12])(=[O:13])[C:6]3[CH:11]=[CH:10][CH:9]=[CH:8][C:7]=3[C:2]=2[OH:1])=[O:17])[CH:31]=[N:30][CH:29]=1. Reported procedure: This compound was prepared from benzyl 4-hydroxy-2-methyl-2H-1,2-benzothiazine-3-carboxylate-1,1-dioxide and 2-amino-6-chloro-pyrazine analogous to Example 1.